Dataset: the Open Reaction Database (ORD), a public repository of structured organic reaction records. Task: describe an organic reaction: reactants, conditions, products, and yield Reactants: C=C1c2ccccc2COc2ccc(C(=O)O)cc21, CCO. Product: CC1c2ccccc2COc2ccc(C(=O)O)cc21. Reaction SMILES: [CH2:1]=[C:2]1[c:3]2[c:4]([cH:13][cH:14][c:15]([C:17](=[O:18])[OH:19])[cH:16]2)[O:5][CH2:6][c:7]2[c:8]1[cH:9][cH:10][cH:11][cH:12]2.[CH3:20][CH2:21][OH:22]>>[CH3:1][CH:2]1[c:3]2[c:4]([cH:13][cH:14][c:15]([C:17](=[O:18])[OH:19])[cH:16]2)[O:5][CH2:6][c:7]2[c:8]1[cH:9][cH:10][cH:11][cH:12]2. Reactants: C(C)(=O)O[C@H]1C[C@@H](CC2=CC[C@H]3[C@@H]4CC[C@H]([C@@H](CC[C@@H](C(C)(C)O)F)C)[C@]4(CC[C@@H]3[C@@]12C)C)OC(C)=O ([1α,3β,24S]-24-fluorocholest-5-en-1,3,25-triol 1,3-diacetate), C([O-])(O)=O.[Na+] (sodium bicarbonate), BrN1C(=O)N(C(=O)C1(C)C)Br (1,3-dibromo-5,5-dimethylhydantoin). Solvent: CCCCCC (hexane). Run at temperature 80 celsius. The product is C(C)(=O)O[C@H]1C[C@@H](CC2=CC([C@H]3[C@@H]4CC[C@H]([C@@H](CC[C@@H](C(C)(C)O)F)C)[C@]4(CC[C@@H]3[C@@]12C)C)Br)OC(C)=O ([1α,3β,7ξ,24S]-7-bromo-24-fluorocholest-5-en-1,3,25-triol 1,3-diacetate). As a reaction SMILES: [C:1]([O:4][C@@H:5]1[C@@:31]2([CH3:32])[C:9](=[CH:10][CH2:11][C@@H:12]3[C@@H:30]2[CH2:29][CH2:28][C@@:27]2([CH3:33])[C@H:13]3[CH2:14][CH2:15][C@@H:16]2[C@H:17]([CH3:26])[CH2:18][CH2:19][C@H:20]([F:25])[C:21]([OH:24])([CH3:23])[CH3:22])[CH2:8][C@@H:7]([O:34][C:35](=[O:37])[CH3:36])[CH2:6]1)(=[O:3])[CH3:2].C(=O)(O)[O-].[Na+].[Br:43]N1C(C)(C)C(=O)N(Br)C1=O>CCCCCC>[C:1]([O:4][C@@H:5]1[C@@:31]2([CH3:32])[C:9](=[CH:10][CH:11]([Br:43])[C@@H:12]3[C@@H:30]2[CH2:29][CH2:28][C@@:27]2([CH3:33])[C@H:13]3[CH2:14][CH2:15][C@@H:16]2[C@H:17]([CH3:26])[CH2:18][CH2:19][C@H:20]([F:25])[C:21]([OH:24])([CH3:22])[CH3:23])[CH2:8][C@@H:7]([O:34][C:35](=[O:37])[CH3:36])[CH2:6]1)(=[O:3])[CH3:2] |f:1.2|. Reported procedure: A mixture of 0.260 g. (0.0005 mole) of [1α,3β,24S]-24-fluorocholest-5-en-1,3,25-triol 1,3-diacetate, 0.25 g. of sodium bicarbonate, 0.096 g. (0.00033 mole) of 1,3-dibromo-5,5-dimethylhydantoin, and 13 ml. of hexane was heated at reflux (80° C.) for 1 hr and cooled. The mixture was filtered and the solids were triturated with hexane and filtered. The combined filtrates were evaporated to dryness to yield [1α,3β,7ξ,24S]-7-bromo-24-fluorocholest-5-en-1,3,25-triol 1,3-diacetate. Starting materials: CC1=C(C=CC=C1[N+](=O)[O-])OC (2-methyl-3-nitroanisole), ice water, [N+](=O)(O)[O-] (nitric acid). Run at time 4 hour. The product is COC1=C(C(=C(C=C1)[N+](=O)[O-])[N+](=O)[O-])C (1-methoxy-2-methyl-3,4-dinitrobenzene). Reaction SMILES: [CH3:1][C:2]1[C:7]([N+:8]([O-:10])=[O:9])=[CH:6][CH:5]=[CH:4][C:3]=1[O:11][CH3:12].[N+:13]([O-])([OH:15])=[O:14]>>[CH3:12][O:11][C:3]1[CH:4]=[CH:5][C:6]([N+:13]([O-:15])=[O:14])=[C:7]([N+:8]([O-:10])=[O:9])[C:2]=1[CH3:1]. Procedure details: To cooled (0° C.) fuming nitric acid (100 mL) was added slowly 2-methyl-3-nitroanisole (13.0 g, 77.8 mmol) in ten times. After the addition, the mixture was warmed to r.t. and stirred for 4 h, then poured into ice-water (500 g). The resulting mixture was extracted with EtOAc (3×500 mL). The combined organic layers were washed with water, saturated NaHCO3, brine, dried over Na2SO4, and concentrated to dryness. The residue was purified by silica column chromatography (petroleum ether/EtOAc=20:1) t... The reactants are NCCC1=CC=C(OC(C(=O)OCC)(C)C)C=C1 (ethyl 2-[4-(2-aminoethyl)phenoxy]-2-methylpropionate), NCCC1=CC=C(OC(C(=O)OCC)(C)C)C=C1 (ethyl 2-[4-(2-aminoethyl)phenoxy]-2-methylpropionate), C(#N)[BH3-].[Na+] (sodium cyanoborohydride), C(CCCCC=C)=O (Hept6-enal), 4A, C([O-])([O-])=O.[Na+].[Na+] (sodium carbonate). Solvent: C1CCOC1 (THF). Conditions: time 10 minute. Product: NC(CC1=CC=C(OC(C(=O)OCC)(C)C)C=C1)CCCCCC=C (ethyl 2-[4-(2-amino-[6-heptenyl]ethyl) phenoxy]-2-methylpropionate). Isolated yield 11.3%. RXN SMILES: [NH2:1][CH2:2][CH2:3][C:4]1[CH:18]=[CH:17][C:7]([O:8][C:9]([CH3:16])([CH3:15])[C:10]([O:12][CH2:13][CH3:14])=[O:11])=[CH:6][CH:5]=1.[CH:19](=O)[CH2:20][CH2:21][CH2:22][CH2:23][CH:24]=[CH2:25].C([BH3-])#N.[Na+].C(=O)([O-])[O-].[Na+].[Na+]>C1COCC1>[NH2:1][CH:2]([CH2:25][CH2:24][CH2:23][CH2:22][CH2:21][CH:20]=[CH2:19])[CH2:3][C:4]1[CH:5]=[CH:6][C:7]([O:8][C:9]([CH3:15])([CH3:16])[C:10]([O:12][CH2:13][CH3:14])=[O:11])=[CH:17][CH:18]=1 |f:2.3,4.5.6|. Reported procedure: 1.2 g of ethyl 2-[4-(2-aminoethyl)phenoxy]-2-methylpropionate [WO 92/10468, example 2, intermediate (c)] was dissolved in THF (20 mL). Hept6-enal (0.43 g) and 4A sieves (0.6 g ) were added. After 10 minutes, 0.25 g of sodium cyanoborohydride was added and the mixture stirred at room temperature for 50 minutes. The reaction mixture was poured into 5% aq. sodium carbonate and extracted with ethyl acetate. The organic extract was washed with brine, dried over MgSO4 and concentrated. Purification by... Conditions: time 1 hour. Reactants: NC1C(N(C2=C(CC1)C=CC=C2)CC(=O)OC(C)(C)C)=O (racemic tert-butyl 3-amino-2,3,4,5-tetrahydro-2-oxo-1H-1-benzazepine-1-acetate), C([C@H](O)[C@@H](O)C(=O)O)(=O)O (L-(+)-tartaric acid), C(C1=CC=CC=C1)=O (benzaldehyde). The product is C(C(O)C(O)C(=O)O)(=O)O (tartaric acid). Reaction SMILES: [C:1]([OH:10])(=[O:9])[C@@H:2]([C@H:4]([C:6]([OH:8])=[O:7])[OH:5])[OH:3].NC1CCC2C=CC=CC=2N(CC(OC(C)(C)C)=O)C1=O.C(=O)C1C=CC=CC=1>C(O)C>[C:1]([OH:10])(=[O:9])[CH:2]([CH:4]([C:6]([OH:8])=[O:7])[OH:5])[OH:3]. Run in C(C)O (ethanol), C(C)O (ethanol). Isolated yield 186.6%. Reported procedure: A solution of 12.65 g of L-(+)-tartaric acid in 54 ml of ethanol which had been heated to 650° C. was added to a solution, which had been heated to 65° C., of 24.5 g of the racemic tert-butyl 3-amino-2,3,4,5-tetrahydro-2-oxo-1H-1-benzazepine-1-acetate (preparation, see Example II). The reaction mixture was stirred at room temperature for one hour. A solution of 1.72 ml of benzaldehyde in 1.3 ml of ethanol was then added dropwise. The resulting suspension was boiled under reflux at 800° C. for 14... Starting materials: COC1=CC=C(C=C1)[Mg]Br (4-methoxyphenylmagnesium bromide), C1CCOC1 (THF), CN1C(N(C(C1C)C1=CC=CC=C1)C(\C=C\C1=CC(=CC=C1)F)=O)=O (3,4-dimethyl-1-[(E)-3-(3-fluorophenyl)prop-2-enoyl]-5-phenylimidazolidin-2-one), CuBr. The reagents and catalysts are [Zn+2].[I-].[I-] (ZnI2). The solvent is C1CCOC1.C1(=CC=CC=C1)C (THF toluene). Run at temperature -20 celsius. The product is CN1C(N(C(C1C)C1=CC=CC=C1)C(C[C@H](CC1=CC=C(C=C1)OC)C1=CC(=CC=C1)F)=O)=O (3,4-Dimethyl-1-[(S)-3-(3-fluorophenyl)-4-(4-methoxyphenyl)butanoyl]-5-phenylimidazolidin-2-one). As a reaction SMILES: [CH3:1][O:2][C:3]1[CH:8]=[CH:7][C:6]([Mg]Br)=[CH:5][CH:4]=1.[CH2:11]1COCC1.[CH3:16][N:17]1[CH:21]([CH3:22])[CH:20]([C:23]2[CH:28]=[CH:27][CH:26]=[CH:25][CH:24]=2)[N:19]([C:29](=[O:39])/[CH:30]=[CH:31]/[C:32]2[CH:37]=[CH:36][CH:35]=[C:34]([F:38])[CH:33]=2)[C:18]1=[O:40]>C1COCC1.C1(C)C=CC=CC=1.[Zn+2].[I-].[I-]>[CH3:16][N:17]1[CH:21]([CH3:22])[CH:20]([C:23]2[CH:24]=[CH:25][CH:26]=[CH:27][CH:28]=2)[N:19]([C:29](=[O:39])[CH2:30][C@@H:31]([C:32]2[CH:37]=[CH:36][CH:35]=[C:34]([F:38])[CH:33]=2)[CH2:11][C:6]2[CH:7]=[CH:8][C:3]([O:2][CH3:1])=[CH:4][CH:5]=2)[C:18]1=[O:40] |f:3.4,5.6.7|. Reported procedure: A solution of 4-methoxyphenylmagnesium bromide in THF (0.31 M, 14.7 mL, 4.56 mmole) was added dropwise to a stirred suspension of (4 R, 5 S)-3,4-dimethyl-1-[(E)-3-(3-fluorophenyl)prop-2-enoyl]-5-phenylimidazolidin-2-one (514 mg, 1.52 mmole), CuBr.DMS complex (229 mg, 1.06 mmole), and ZnI2 (582 mg, 1.82 mmole) in THF/toluene (10 mL) at −15° C. After 1.5 hr the reaction was quenched with saturated NH4Cl and extracted with EtOAc (3×). The combined organic layers were dried over MgSO4 and concentrat... Starting materials: Cn1c(C(=O)O)cc2cc(F)ccc21, NCC1CC2CC2N1C(=O)c1nc(N)sc1-c1cccc(F)c1. The product is Cn1c(C(=O)NCC2CC3CC3N2C(=O)c2nc(N)sc2-c2cccc(F)c2)cc2cc(F)ccc21. RXN SMILES: [F:24][c:25]1[cH:26][c:27]2[cH:28][c:29]([C:35](=[O:36])[OH:37])[n:30]([CH3:34])[c:31]2[cH:32][cH:33]1.[NH2:1][c:2]1[s:3][c:4](-[c:17]2[cH:18][c:19]([F:23])[cH:20][cH:21][cH:22]2)[c:5]([C:7](=[O:8])[N:9]2[CH:10]3[CH2:11][CH:12]3[CH2:13][CH:14]2[CH2:15][NH2:16])[n:6]1>>[NH2:1][c:2]1[s:3][c:4](-[c:17]2[cH:18][c:19]([F:23])[cH:20][cH:21][cH:22]2)[c:5]([C:7](=[O:8])[N:9]2[CH:10]3[CH2:11][CH:12]3[CH2:13][CH:14]2[CH2:15][NH:16][C:35]([c:29]2[cH:28][c:27]3[cH:26][c:25]([F:24])[cH:33][cH:32][c:31]3[n:30]2[CH3:34])=[O:36])[n:6]1.